This data is from the Open Reaction Database (ORD), a public repository of structured organic reaction records. The task is: describe an organic reaction: reactants, conditions, products, and yield The reactants are NC1=CSC=C1NC(CCCC)=O (3-amino-4-valerylamino thiophene). Isolated yield 62.7%. RXN SMILES: [NH2:1][C:2]1[C:6]([NH:7][C:8](=O)[CH2:9][CH2:10][CH2:11][CH3:12])=[CH:5][S:4][CH:3]=1>P(Cl)(Cl)(Cl)=O>[CH2:9]([C:8]1[NH:1][C:2]2[C:6](=[CH:5][S:4][CH:3]=2)[N:7]=1)[CH2:10][CH2:11][CH3:12]. Reaction conditions: time 20 minute. Procedure details: 1 g of the product of Step A was dissolved at ambient temperature with stirring in 3 ml of phosphorous oxychloride and then the solution was heated at reflux for one hour. The solution was evaporated to dryness and 100 ml of a saturated aqueous solution of sodium bicarbonate were added. The mixture was stirred for 20 minutes at ambient temperature followed by extraction with methylene chloride. The extracts were washed with sodium bicarbonate solution and the organic phase was dried, filtered an... Product: C(CCC)C=1NC=2C(N1)=CSC2 (2-butyl-thieno-[3,4-d]-imidazole). Run in P(=O)(Cl)(Cl)Cl (phosphorous oxychloride). Starting materials: ClC=1C=C(C=CC1Cl)C=1SC=C(C1O)C(=O)C (2-(3,4-Dichlorophenyl)-3-hydroxy-4-(methylcarbonyl)thiophene), O.NN (hydrazine monohydrate). The solvent is C(C)(C)O (isopropanol). Product: ClC=1C=C(C=CC1Cl)C=1SC=C(C1O)C(C)=NN (2-(3,4-Dichlorophenyl)-4-(1-hydrazonoethyl)-thiophen-3-ol). The yield is 70.3%. As a reaction SMILES: [Cl:1][C:2]1[CH:3]=[C:4]([C:9]2[S:10][CH:11]=[C:12]([C:15]([CH3:17])=O)[C:13]=2[OH:14])[CH:5]=[CH:6][C:7]=1[Cl:8].O.[NH2:19][NH2:20]>C(O)(C)C>[Cl:1][C:2]1[CH:3]=[C:4]([C:9]2[S:10][CH:11]=[C:12]([C:15](=[N:19][NH2:20])[CH3:17])[C:13]=2[OH:14])[CH:5]=[CH:6][C:7]=1[Cl:8] |f:1.2|. Procedure details: 2-(3,4-Dichlorophenyl)-3-hydroxy-4-(methylcarbonyl)thiophene (50 mg, 0.17 mmol) (prepared by the method disclosed in WO2004/108683) in isopropanol was stirred with hydrazine monohydrate (95 μL/0.19 mmol) at 90° C. for 1 hour, then allowed to cool to room temperature and stirred at 0° C. The precipitated solid was collected by filtration and dried to give 36 mg of the desired product (yield 69%). The reactants are ClC1=NC=C(C(=N1)CCC1=C(C=CC=C1)C1(CC1)C(=O)N)C (1-(2-(2-(2-chloro-5-methylpyrimidin-4-yl)ethyl)phenyl)cyclopropanecarboxamide), NC1=CC=C(C=C1)C(C)NC(OC(C)(C)C)=O (tert-butyl (1-(4-aminophenyl)ethyl)carbamate), CC1(C2=C(C(=CC=C2)P(C3=CC=CC=C3)C4=CC=CC=C4)OC5=C(C=CC=C51)P(C6=CC=CC=C6)C7=CC=CC=C7)C (xantphos), C(=O)([O-])[O-].[Cs+].[Cs+] (Cs2CO3). The reagents and catalysts are CC(=O)[O-].CC(=O)[O-].[Pd+2] (Pd(OAc)2). The solvent is O1CCOCC1 (dioxane). Run at temperature 120 celsius, time 20 minute. The product is C(N)(=O)C1(CC1)C1=C(CCC2=NC(=NC=C2C)NC2=CC=C(C=C2)C(C)NC(OC(C)(C)C)=O)C=CC=C1 (tert-Butyl (1-(4-((4-(2-(1-carbamoylcyclopropyl)phenethyl)-5-methylpyrimidin-2-yl)amino)phenyl)ethyl)carbamate), solid. Yield: 22.0%. Reaction SMILES: Cl[C:2]1[N:7]=[C:6]([CH2:8][CH2:9][C:10]2[CH:15]=[CH:14][CH:13]=[CH:12][C:11]=2[C:16]2([C:19]([NH2:21])=[O:20])[CH2:18][CH2:17]2)[C:5]([CH3:22])=[CH:4][N:3]=1.[NH2:23][C:24]1[CH:29]=[CH:28][C:27]([CH:30]([NH:32][C:33](=[O:39])[O:34][C:35]([CH3:38])([CH3:37])[CH3:36])[CH3:31])=[CH:26][CH:25]=1.CC1(C)C2C(=C(P(C3C=CC=CC=3)C3C=CC=CC=3)C=CC=2)OC2C(P(C3C=CC=CC=3)C3C=CC=CC=3)=CC=CC1=2.C([O-])([O-])=O.[Cs+].[Cs+]>O1CCOCC1.CC([O-])=O.CC([O-])=O.[Pd+2]>[C:19]([C:16]1([C:11]2[CH:12]=[CH:13][CH:14]=[CH:15][C:10]=2[CH2:9][CH2:8][C:6]2[C:5]([CH3:22])=[CH:4][N:3]=[C:2]([NH:23][C:24]3[CH:29]=[CH:28][C:27]([CH:30]([NH:32][C:33](=[O:39])[O:34][C:35]([CH3:38])([CH3:37])[CH3:36])[CH3:31])=[CH:26][CH:25]=3)[N:7]=2)[CH2:18][CH2:17]1)(=[O:20])[NH2:21] |f:3.4.5,7.8.9|. Procedure details: A mixture of 1-(2-(2-(2-chloro-5-methylpyrimidin-4-yl)ethyl)phenyl)cyclopropanecarboxamide A40 (0.300 g, 0.950 mmol), tert-butyl (1-(4-aminophenyl)ethyl)carbamate (0.449 g, 1.90 mmol), Pd(OAc)2 (0.004 g, 0.019 mmol), xantphos (0.022 g, 0.038 mmol) and Cs2CO3 (0.929 g, 2.85 mmol) in dioxane (15 mL) was bubbled with N2 for 10 minutes and then stirred in the microwave at 120° C. for 20 minutes. The volatiles were removed in vacuo and the residue was adsorbed onto SiO2 and purified by column chromat... Starting materials: CC=1C=C(C(=O)C2=CNC3=CC=CN=C3C2=O)C=CC1C (3-(3,4-Dimethyl-benzoyl)-1H-[1,5]naphthyridin-4-one), [H-].[Na+] (sodium hydride), CC1=NC(=CC=C1)CBr (2-methyl-6-bromomethyl-pyridine). Run in CN(C=O)C (N,N dimethylformamide). Yields the product CC=1C=C(C(=O)C2=CN(C3=CC=CN=C3C2=O)CC2=NC(=CC=C2)C)C=CC1C (3-(3,4-Dimethyl-benzoyl)-1-(6-methyl-pyridin-2-ylmethyl)-1H-[1,5]naphthyridin-4-one). The yield is 44.8%. Reaction SMILES: [CH3:1][C:2]1[CH:3]=[C:4]([CH:18]=[CH:19][C:20]=1[CH3:21])[C:5]([C:7]1[C:16](=[O:17])[C:15]2[C:10](=[CH:11][CH:12]=[CH:13][N:14]=2)[NH:9][CH:8]=1)=[O:6].[H-].[Na+].[CH3:24][C:25]1[CH:30]=[CH:29][CH:28]=[C:27]([CH2:31]Br)[N:26]=1>CN(C)C=O>[CH3:1][C:2]1[CH:3]=[C:4]([CH:18]=[CH:19][C:20]=1[CH3:21])[C:5]([C:7]1[C:16](=[O:17])[C:15]2[C:10](=[CH:11][CH:12]=[CH:13][N:14]=2)[N:9]([CH2:24][C:25]2[CH:30]=[CH:29][CH:28]=[C:27]([CH3:31])[N:26]=2)[CH:8]=1)=[O:6] |f:1.2|. Procedure details: Experimental conditions analogous to those described for Step 3 of Example 1 were used with 0.100 g (0.359 mmol) of 3-(3,4-Dimethyl-benzoyl)-1H-[1,5]naphthyridin-4-one, 17.2 mg (0.431 mmol, 60% dispersion in oil) of sodium hydride, 80.2 mg (0.431 mmol) of 2-methyl-6-bromomethyl-pyridine and 3.5 mL of N,N dimethylformamide. The crude brown solid was purified on the reverse phase HPLC with a C18 column, gradient of 20-70% acetonitrile—0.1% TFA to yield 61.7 mg of 3-(3,4-Dimethyl-benzoyl)-1-(6-meth... Reactants: CCCCCC(C)=CCC=CCC=CCCCCCC(C)C(=O)O, CCO, [K+], [OH-], O. RXN SMILES: [CH3:1][CH:2]([C:3](=[O:4])[OH:5])[CH2:6][CH2:7][CH2:8][CH2:9][CH2:10][CH:11]=[CH:12][CH2:13][CH:14]=[CH:15][CH2:16][CH:17]=[C:18]([CH2:19][CH2:20][CH2:21][CH2:22][CH3:23])[CH3:24].[CH3:25][CH2:26][OH:27].[K+:29].[OH-:28].[OH2:30]>>[CH2:2]([C:3](=[O:4])[OH:5])[CH2:6][CH2:7][CH2:8][CH2:9][CH2:10][CH:11]=[CH:12][CH2:13][CH:14]=[CH:15][CH2:16][CH:17]=[C:18]([CH2:19][CH2:20][CH2:21][CH2:22][CH3:23])[CH3:24]. Yields the product CCCCCC(C)=CCC=CCC=CCCCCCCC(=O)O. The reactants are Cl.C1(CCCCC1)NC1=NC(=NC(=C1C)C)NCC1=NC=CC=C1 (N4-cyclohexyl-5,6-dimethyl-N2-(pyridin-2-ylmethyl)pyrimidine-2,4-diamine hydrochloride), N1N=CC=C1CN ((1H-pyrazol-5-ylmethyl)amine). Product: C1(CCCCC1)NC1=NC(=NC(=C1C)C)NCC1=CC=NN1 (N4-cyclohexyl-5,6-dimethyl-N2-(1H-pyrazol-5-ylmethyl)pyrimidine-2,4-diamine). RXN SMILES: Cl.[CH:2]1([NH:8][C:9]2[C:14]([CH3:15])=[C:13]([CH3:16])[N:12]=[C:11]([NH:17][CH2:18][C:19]3[CH:24]=[CH:23]C=C[N:20]=3)[N:10]=2)[CH2:7][CH2:6][CH2:5][CH2:4][CH2:3]1.[NH:25]1C(CN)=CC=N1>>[CH:2]1([NH:8][C:9]2[C:14]([CH3:15])=[C:13]([CH3:16])[N:12]=[C:11]([NH:17][CH2:18][C:19]3[NH:20][N:25]=[CH:23][CH:24]=3)[N:10]=2)[CH2:3][CH2:4][CH2:5][CH2:6][CH2:7]1 |f:0.1|. Procedure: The titled compound was synthesized according to the general procedure described for preparation of N4-cyclohexyl-5,6-dimethyl-N2-(pyridin-2-ylmethyl)pyrimidine-2,4-diamine (Example 1) using (1H-pyrazol-5-ylmethyl)amine instead of (pyridin-2-ylmethyl)amine. The product was purified by column chromatography eluting with mixture of chloroform/ethanol/20% water solution of ammonia (200:10:1), and then the final product was washed with diethyl ether to afford the titled compound as a light-yellow so... The reactants are [Li]CCCC, CCO, Fc1ccc2c(c1)OCCC2, O=C=O, C1CCOC1. The product is O=C(O)c1c(F)ccc2c1OCCC2. Reaction SMILES: [CH2:12]([Li:13])[CH2:14][CH2:15][CH3:16].[CH3:20][CH2:21][OH:22].[F:1][c:2]1[cH:3][c:4]2[c:5]([cH:10][cH:11]1)[CH2:6][CH2:7][CH2:8][O:9]2.[O:17]=[C:18]=[O:19].[O:23]1[CH2:24][CH2:25][CH2:26][CH2:27]1>>[F:1][c:2]1[c:3]([C:18](=[O:17])[OH:19])[c:4]2[c:5]([cH:10][cH:11]1)[CH2:6][CH2:7][CH2:8][O:9]2. The reactants are BrC1=CC=C(C=C1)NC(=O)C1=CC2=C(N(C(=N2)NC2=C(C=C(C(=O)O)C=C2)Cl)C)C=C1 (4-(5-(4-bromophenylcarbamoyl)-1-methyl-1H-benzimidazol-2-ylamino)-3-chlorobenzoic acid), CN (methylamine), CN(C)C(=[N+](C)C)ON1C2=C(C=CC=C2)N=N1.[B-](F)(F)(F)F (TBTU). Run in C1CCOC1 (THF). Product: BrC1=CC=C(C=C1)NC(=O)C1=CC2=C(N(C(=N2)NC2=C(C=C(C=C2)C(NC)=O)Cl)C)C=C1 (N-(4-Bromophenyl)-2-(2-chloro-4-(methylcarbamoyl)-phenylamino)-1-methyl-1H-benzimidazole-5-carboxamide). As a reaction SMILES: [Br:1][C:2]1[CH:7]=[CH:6][C:5]([NH:8][C:9]([C:11]2[CH:31]=[CH:30][C:14]3[N:15]([CH3:29])[C:16]([NH:18][C:19]4[CH:27]=[CH:26][C:22]([C:23](O)=[O:24])=[CH:21][C:20]=4[Cl:28])=[N:17][C:13]=3[CH:12]=2)=[O:10])=[CH:4][CH:3]=1.CN.[CH3:34][N:35](C(ON1N=NC2C=CC=CC1=2)=[N+](C)C)C.[B-](F)(F)(F)F>C1COCC1>[Br:1][C:2]1[CH:3]=[CH:4][C:5]([NH:8][C:9]([C:11]2[CH:31]=[CH:30][C:14]3[N:15]([CH3:29])[C:16]([NH:18][C:19]4[CH:27]=[CH:26][C:22]([C:23](=[O:24])[NH:35][CH3:34])=[CH:21][C:20]=4[Cl:28])=[N:17][C:13]=3[CH:12]=2)=[O:10])=[CH:6][CH:7]=1 |f:2.3|. Procedure details: Prepared analogously to example 3c from 4-(5-(4-bromophenylcarbamoyl)-1-methyl-1H-benzimidazol-2-ylamino)-3-chlorobenzoic acid, methylamine (solution in THF), TBTU and TEA in THF. Starting materials: CN(CCN)CCN, Nc1nc(N)c(C(=O)n2ccnc2)nc1Br, C1CCOC1. Product: CN(CCN)CCNC(=O)c1nc(Br)c(N)nc1N. RXN SMILES: [NH2:1][CH2:2][CH2:3][N:4]([CH2:5][CH2:6][NH2:7])[CH3:8].[NH2:9][c:10]1[c:11]([C:18](=[O:19])[n:20]2[cH:21][cH:22][n:23][cH:24]2)[n:12][c:13]([Br:17])[c:14]([NH2:16])[n:15]1.[O:25]1[CH2:26][CH2:27][CH2:28][CH2:29]1>>[NH:1]([CH2:2][CH2:3][N:4]([CH2:5][CH2:6][NH2:7])[CH3:8])[C:18]([c:11]1[c:10]([NH2:9])[n:15][c:14]([NH2:16])[c:13]([Br:17])[n:12]1)=[O:19]. Reactants: CC1(C(N(CC1)C1=NN(C=C1[N+](=O)[O-])C)=O)C (3,3-dimethyl-1-(1-methyl-4-nitro-1H-pyrazol-3-yl)pyrrolidin-2-one), C1CCOC1 (THF). The reagents and catalysts are [C].[Pd] (palladium-carbon). Run in CO (methanol). Conditions: time 2 hour. The product is NC=1C(=NN(C1)C)N1C(C(CC1)(C)C)=O (1-(4-amino-1-methyl-1H-pyrazol-3-yl)-3,3-dimethylpyrrolidin-2-one). The yield is 94.2%. RXN SMILES: [CH3:1][C:2]1([CH3:17])[CH2:6][CH2:5][N:4]([C:7]2[C:11]([N+:12]([O-])=O)=[CH:10][N:9]([CH3:15])[N:8]=2)[C:3]1=[O:16].C1COCC1>[C].[Pd].CO>[NH2:12][C:11]1[C:7]([N:4]2[CH2:5][CH2:6][C:2]([CH3:1])([CH3:17])[C:3]2=[O:16])=[N:8][N:9]([CH3:15])[CH:10]=1 |f:2.3|. Procedure details: A mixture of 3,3-dimethyl-1-(1-methyl-4-nitro-1H-pyrazol-3-yl)pyrrolidin-2-one (170 mg), 10% palladium-carbon (76 mg), THF (2 mL) and methanol (2 mL) was stirred at room temperature for 2 hr under hydrogen atmosphere. The reaction mixture was filtered through a membrane filter, and the filtrate was concentrated under reduced pressure to give the title compound (140 mg).